Dataset: the Open Reaction Database (ORD), a public repository of structured organic reaction records. Task: describe an organic reaction: reactants, conditions, products, and yield The reactants are C(C)OC(C(C(C(=O)C1=CC(=CC=C1)Br)C)=O)=O (4-(3-bromo-phenyl)-3-methyl-2,4-dioxo-butyric acid ethyl ester), carbonyl, BrC=1C=C(C=CC1)C(CC)=O (3′-bromopropiophenone), C(C(=O)OCC)(=O)OCC (diethyl oxalate), O.NN (hydrazine monohydrate). Solvent: CCO (EtOH). The product is C(C)OC(=O)C1=NNC(=C1C)C1=CC(=CC=C1)Br (5-(3-Bromo-phenyl)-4-methyl-1H-pyrazole-3-carboxylic acid ethyl ester). Yield: 46.0%. RXN SMILES: [CH2:1]([O:3][C:4](=[O:18])[C:5](=O)[CH:6]([CH3:16])[C:7]([C:9]1[CH:14]=[CH:13][CH:12]=[C:11]([Br:15])[CH:10]=1)=O)[CH3:2].BrC1C=C(C(=O)CC)C=CC=1.C(OCC)(=O)C(OCC)=O.O.[NH2:41][NH2:42]>CCO>[CH2:1]([O:3][C:4]([C:5]1[C:6]([CH3:16])=[C:7]([C:9]2[CH:14]=[CH:13][CH:12]=[C:11]([Br:15])[CH:10]=2)[NH:42][N:41]=1)=[O:18])[CH3:2] |f:3.4|. Procedure: In analogy to the procedure described in example 16A], 4-(3-bromo-phenyl)-3-methyl-2,4-dioxo-butyric acid ethyl ester (synthesized from 3′-bromopropiophenone and diethyl oxalate, following a procedure described in Ksander, Gary M.; McMurry, John E.; Johnson, Mark. A method for the synthesis of unsaturated carbonyl compounds. Journal of Organic Chemistry (1977), 42(7), 1180-5) and hydrazine monohydrate were heated at 90° C. in EtOH for 1 h to give after crystallization (Et2O/n-penatane) the title... As a reaction SMILES: [CH:1]([C:4]1[CH:5]=[C:6]([CH:9]=[C:10]([CH:14]([CH3:16])[CH3:15])[C:11]=1[O:12][CH3:13])[CH:7]=O)([CH3:3])[CH3:2].[NH:17]1[C:25]2[C:20](=[CH:21][CH:22]=[CH:23][N:24]=2)[CH2:19][C:18]1=[O:26]>>[CH:1]([C:4]1[CH:5]=[C:6]([CH:9]=[C:10]([CH:14]([CH3:16])[CH3:15])[C:11]=1[O:12][CH3:13])[CH:7]=[C:19]1[C:20]2[C:25](=[N:24][CH:23]=[CH:22][CH:21]=2)[NH:17][C:18]1=[O:26])([CH3:3])[CH3:2]. Procedure: 3,5-Diisopropyl-4-methoxybenzaldehyde was methylated and then formylated. The aldehyde was condensed with 7-aza-2-oxindole to give 0.2 g of 3-(3,5-diisopropyl-4-methoxy-benzylidene)-1,3-dihydropyrrolo[2,3-b]pyridin-2-one as a yellow-orange solid. Yields the product C(C)(C)C=1C=C(C=C2C(NC3=NC=CC=C32)=O)C=C(C1OC)C(C)C (3-(3,5-diisopropyl-4-methoxy-benzylidene)-1,3-dihydropyrrolo[2,3-b]pyridin-2-one). Reactants: C(C)(C)C=1C=C(C=O)C=C(C1OC)C(C)C (3,5-Diisopropyl-4-methoxybenzaldehyde), aldehyde, N1C(CC2=CC=CN=C12)=O (7-aza-2-oxindole). Reactants: BrB(Br)Br, ClCCl, CN1CCn2c(c(OCc3ccccc3)c3c(=O)n(Cc4ccc(F)cc4)nc(N)c32)C1=O. Yields the product CN1CCn2c(c(O)c3c(=O)n(Cc4ccc(F)cc4)nc(N)c32)C1=O. Reaction SMILES: [B:34]([Br:35])([Br:36])[Br:37].[Cl:38][CH2:39][Cl:40].[NH2:1][c:2]1[n:3][n:4]([CH2:26][c:27]2[cH:28][cH:29][c:30]([F:33])[cH:31][cH:32]2)[c:5](=[O:25])[c:6]2[c:7]1[n:8]1[c:9]([c:10]2[O:11][CH2:12][c:13]2[cH:14][cH:15][cH:16][cH:17][cH:18]2)[C:19](=[O:24])[N:20]([CH3:23])[CH2:21][CH2:22]1>>[NH2:1][c:2]1[n:3][n:4]([CH2:26][c:27]2[cH:28][cH:29][c:30]([F:33])[cH:31][cH:32]2)[c:5](=[O:25])[c:6]2[c:7]1[n:8]1[c:9]([c:10]2[OH:11])[C:19](=[O:24])[N:20]([CH3:23])[CH2:21][CH2:22]1.